Dataset: the Open Reaction Database (ORD), a public repository of structured organic reaction records. Task: describe an organic reaction: reactants, conditions, products, and yield Reactants: [N+](=O)([O-])C1=CC=C(C=C1)S(=O)(=O)N (4-nitrobenzenesulfonamide), C1CO1 (ethylene oxide), BrN1C(CCC1=O)=O (N-bromosuccinimide), COC1=CC(=CC=C1)C=C (1-methoxy-3-vinylbenzene). Solvent: C(Cl)Cl (DCM). Reaction conditions: temperature 0 celsius. The product is BrCC(OCCNS(=O)(=O)C1=CC=C(C=C1)[N+](=O)[O-])C1=CC(=CC=C1)OC (N-[2-[2-Bromo-1-(3-methoxyphenyl)ethoxy]ethyl]-4-nitro-benzenesulfonamide). The yield is 70.3%. As a reaction SMILES: [CH2:1]1[O:3][CH2:2]1.[CH3:4][O:5][C:6]1[CH:11]=[CH:10][CH:9]=[C:8]([CH:12]=[CH2:13])[CH:7]=1.[Br:14]N1C(=O)CCC1=O.[N+:22]([C:25]1[CH:30]=[CH:29][C:28]([S:31]([NH2:34])(=[O:33])=[O:32])=[CH:27][CH:26]=1)([O-:24])=[O:23]>C(Cl)Cl>[Br:14][CH2:13][CH:12]([C:8]1[CH:9]=[CH:10][CH:11]=[C:6]([O:5][CH3:4])[CH:7]=1)[O:3][CH2:1][CH2:2][NH:34][S:31]([C:28]1[CH:27]=[CH:26][C:25]([N+:22]([O-:24])=[O:23])=[CH:30][CH:29]=1)(=[O:32])=[O:33]. Procedure details: Add ethylene oxide (11 mL, 220 mmol) all at once to DCM cooled to 0° C.; then add 1-methoxy-3-vinylbenzene (7.09 g, 52.82 mmol) via a syringe. Stir the mixture while maintaining it 0° C. Add N-bromosuccinimide (9.4 g, 52.82 mmol) and 4-nitrobenzenesulfonamide (8.9 g, 44.02 mmol). Wrap flask in foil and stir the reaction mixture for 20 h while maintaining it at ambient temperature. Concentrate under reduced pressure; filter; and concentrate the filtrate under reduced pressure to provide a residue... Isolated yield 88.2%. Procedure: Under an argon atmosphere, methyl [3,5-bis(docosyloxy)]benzoate (2.03 g, 2.59 mmol) was dissolved in dehydrating tetrahydrofuran (50 mL) and, under ice-cooling, lithium aluminum hydride (148 mg, 3.93 mmol) was added, and the mixture was stirred at 40° C. for 1 hr. Ethyl acetate was added dropwise to decompose unreacted lithium aluminum hydride. Diethyl ether was added, and the mixture was washed with aqueous hydrochloric acid. The organic layer was concentrated under reduced pressure, methanol w... Reaction conditions: temperature 40 celsius, time 1 hour. Solvent: C(C)OCC (Diethyl ether). Reactants: C(CCCCCCCCCCCCCCCCCCCCC)OC=1C=C(C(=O)OC)C=C(C1)OCCCCCCCCCCCCCCCCCCCCCC (methyl [3,5-bis(docosyloxy)]benzoate), C(C)(=O)OCC (Ethyl acetate), [H-].[Al+3].[Li+].[H-].[H-].[H-] (lithium aluminum hydride), O1CCCC1 (tetrahydrofuran), [H-].[Al+3].[Li+].[H-].[H-].[H-] (lithium aluminum hydride). Product: C(CCCCCCCCCCCCCCCCCCCCC)OC=1C=C(CO)C=C(C1)OCCCCCCCCCCCCCCCCCCCCCC (3,5-bis(docosyloxy)benzyl alcohol). As a reaction SMILES: [CH2:1]([O:23][C:24]1[CH:25]=[C:26]([CH:31]=[C:32]([O:34][CH2:35][CH2:36][CH2:37][CH2:38][CH2:39][CH2:40][CH2:41][CH2:42][CH2:43][CH2:44][CH2:45][CH2:46][CH2:47][CH2:48][CH2:49][CH2:50][CH2:51][CH2:52][CH2:53][CH2:54][CH2:55][CH3:56])[CH:33]=1)[C:27](OC)=[O:28])[CH2:2][CH2:3][CH2:4][CH2:5][CH2:6][CH2:7][CH2:8][CH2:9][CH2:10][CH2:11][CH2:12][CH2:13][CH2:14][CH2:15][CH2:16][CH2:17][CH2:18][CH2:19][CH2:20][CH2:21][CH3:22].O1CCCC1.[H-].[Al+3].[Li+].[H-].[H-].[H-].C(OCC)(=O)C>C(OCC)C>[CH2:35]([O:34][C:32]1[CH:31]=[C:26]([CH:25]=[C:24]([O:23][CH2:1][CH2:2][CH2:3][CH2:4][CH2:5][CH2:6][CH2:7][CH2:8][CH2:9][CH2:10][CH2:11][CH2:12][CH2:13][CH2:14][CH2:15][CH2:16][CH2:17][CH2:18][CH2:19][CH2:20][CH2:21][CH3:22])[CH:33]=1)[CH2:27][OH:28])[CH2:36][CH2:37][CH2:38][CH2:39][CH2:40][CH2:41][CH2:42][CH2:43][CH2:44][CH2:45][CH2:46][CH2:47][CH2:48][CH2:49][CH2:50][CH2:51][CH2:52][CH2:53][CH2:54][CH2:55][CH3:56] |f:2.3.4.5.6.7|. Reactants: O=C1C=CC2=C(N1C1=CC=CC=C1)SC(=C2NC2=CC=CC=C2)C(=O)[O-].[NH4+] (Ammonium 6-oxo-3-(phenylamino)-7-phenyl-6,7-dihydrothieno[2,3-b]pyridine-2-carboxylate), Cl (HCl). Solvent: O (water), O1CCOCC1 (1,4-dioxan). Conditions: temperature 70 celsius. The product is C1(=CC=CC=C1)NC1=CSC=2N(C(C=CC21)=O)C2=CC=CC=C2 (3-(Phenylamino)-7-phenylthieno[2,3-b]pyridine-6(7H)-one). Yield: 53.6%. As a reaction SMILES: [O:1]=[C:2]1[N:7]([C:8]2[CH:13]=[CH:12][CH:11]=[CH:10][CH:9]=2)[C:6]2[S:14][C:15](C([O-])=O)=[C:16]([NH:17][C:18]3[CH:23]=[CH:22][CH:21]=[CH:20][CH:19]=3)[C:5]=2[CH:4]=[CH:3]1.[NH4+].Cl>O1CCOCC1.O>[C:18]1([NH:17][C:16]2[C:5]3[CH:4]=[CH:3][C:2](=[O:1])[N:7]([C:8]4[CH:9]=[CH:10][CH:11]=[CH:12][CH:13]=4)[C:6]=3[S:14][CH:15]=2)[CH:19]=[CH:20][CH:21]=[CH:22][CH:23]=1 |f:0.1|. Procedure: To a solution of the compound of Example 14 (200 mg) in 1,4-dioxan (10 mL) was added 2M HCl(aq) (0.5 mL) and the reaction mixture heated at 70° C. for 1 h. The reaction was diluted with water (30 mL), extracted with EtOAc (3×20 mL) and the EtOAc extracts dried (MgSO4) and concentrated in vacuo. The crude residue was purified by chromatography on silica (0-5% EtOAc in DCM) to give the title compound as a white solid (90 mg). δH (DMSO-d6) 8.21 (1H, bs), 7.96 (1H, d, J 9.6 Hz), 7.63-7.47 (3H, m), 7... Reactants: BrCC=C (3-Bromoprop-1-ene), N1(CCNCCC1)C1=CC=C(C(=O)OCC)C=C1 (ethyl 4-(1,4-diazepan-1-yl)benzoate), CCN(C(C)C)C(C)C (DIPEA). The solvent is ClCCl (dichloromethane), ClCCl (dichloromethane). Run at time 24 hour. Product: C(C=C)N1CCN(CCC1)C1=CC=C(C(=O)OCC)C=C1 (ethyl 4-(4-allyl-1,4-diazepan-1-yl)benzoate). Yield: 48.5%. As a reaction SMILES: Br[CH2:2][CH:3]=[CH2:4].[N:5]1([C:12]2[CH:22]=[CH:21][C:15]([C:16]([O:18][CH2:19][CH3:20])=[O:17])=[CH:14][CH:13]=2)[CH2:11][CH2:10][CH2:9][NH:8][CH2:7][CH2:6]1.CCN(C(C)C)C(C)C>ClCCl>[CH2:2]([N:8]1[CH2:9][CH2:10][CH2:11][N:5]([C:12]2[CH:13]=[CH:14][C:15]([C:16]([O:18][CH2:19][CH3:20])=[O:17])=[CH:21][CH:22]=2)[CH2:6][CH2:7]1)[CH:3]=[CH2:4]. Reported procedure: 3-Bromoprop-1-ene (0.433 mL, 5.00 mmol) was added to a stirred solution of ethyl 4-(1,4-diazepan-1-yl)benzoate (1.242 g, 5 mmol) and DIPEA (2.183 mL, 12.50 mmol) in dichloromethane (20 mL). The reaction mixture was stirred under nitrogen at room temperature for 24 h. This was diluted with dichloromethane (20 mL), washed with water (2×25 ml) and saturated sodium chloride solution (20 ml), dried over MgSO4, filtered and evaporated to dryness. The crude product was purified by silica column chromat... Reactants: COc1ccc(CNCc2ccc(OC)cc2OC)c(OC)c1, CN(C)c1ccncc1, CCOC(C)=O, CCN(C(C)C)C(C)C, O=S(=O)(Cl)c1ccc(F)c(Cl)c1, ClCCl. Yields the product COc1ccc(CN(Cc2ccc(OC)cc2OC)S(=O)(=O)c2ccc(F)c(Cl)c2)c(OC)c1. Reaction SMILES: [CH3:1][O:2][c:3]1[c:4]([CH2:5][NH:6][CH2:7][c:8]2[c:9]([O:16][CH3:17])[cH:10][c:11]([O:14][CH3:15])[cH:12][cH:13]2)[cH:18][cH:19][c:20]([O:22][CH3:23])[cH:21]1.[CH3:48][N:49]([CH3:50])[c:51]1[cH:52][cH:53][n:54][cH:55][cH:56]1.[CH3:57][CH2:58][O:59][C:60](=[O:61])[CH3:62].[CH:36]([N:37]([CH2:38][CH3:39])[CH:40]([CH3:41])[CH3:42])([CH3:43])[CH3:44].[Cl:24][c:25]1[cH:26][c:27]([S:32](=[O:33])(=[O:34])[Cl:35])[cH:28][cH:29][c:30]1[F:31].[Cl:45][CH2:46][Cl:47]>>[CH3:1][O:2][c:3]1[c:4]([CH2:5][N:6]([CH2:7][c:8]2[c:9]([O:16][CH3:17])[cH:10][c:11]([O:14][CH3:15])[cH:12][cH:13]2)[S:32]([c:27]2[cH:26][c:25]([Cl:24])[c:30]([F:31])[cH:29][cH:28]2)(=[O:33])=[O:34])[cH:18][cH:19][c:20]([O:22][CH3:23])[cH:21]1. Starting materials: ClC=1C=C(C=CC1)NC(C1=C(N=CC=C1)N[C@H]1CNCCC1)=O ((R)—N-(3-chlorophenyl)-2-(3-piperidylamino)nicotinamide), ClC=1C=C(C=CC1)NC(C1=C(N=CC=C1)NC1CC(NC(C1)(C)C)(C)C)=O (N-(3-chlorophenyl)-2-(2,2,6,6-tetramethylpiperidin-4-ylamino)nicotinamide). Product: ClC=1C=C(C=CC1)NC(C1=C(N=CC=C1)N[C@H]1CN(CCC1)CCO)=O ((R)—N-(3-chlorophenyl)-2-[1-(2-hydroxyethyl)piperidin-3-ylamino]nicotinamide). The yield is 64.7%. Reaction SMILES: [Cl:1][C:2]1[CH:3]=[C:4]([NH:8][C:9](=[O:23])[C:10]2[CH:15]=[CH:14][CH:13]=[N:12][C:11]=2[NH:16][C@@H:17]2[CH2:22][CH2:21][CH2:20][NH:19][CH2:18]2)[CH:5]=[CH:6][CH:7]=1.ClC1C=C(N[C:32](=[O:50])[C:33]2C=CC=NC=2NC2CC(C)(C)NC(C)(C)C2)C=CC=1>>[Cl:1][C:2]1[CH:3]=[C:4]([NH:8][C:9](=[O:23])[C:10]2[CH:15]=[CH:14][CH:13]=[N:12][C:11]=2[NH:16][C@@H:17]2[CH2:22][CH2:21][CH2:20][N:19]([CH2:33][CH2:32][OH:50])[CH2:18]2)[CH:5]=[CH:6][CH:7]=1. Procedure: The title compound was prepared in the same manner as in Example 21, with the exception that (R)—N-(3-chlorophenyl)-2-(3-piperidylamino)nicotinamide of Example 20-A, instead of N-(3-chlorophenyl)-2-(2,2,6,6-tetramethylpiperidin-4-ylamino)nicotinamide, was used in the same molar amount (Yield: 64.7%). 1H NMR (CDCl3) δ 8.48 (br, 1H), 8.40 (s, 1H), 8.17 (d, 1H), 7.76 (d, 1H), 7.59 (s, 1H), 7.42 (d, 1H), 7.19 (t, 1H), 7.03 (d, 1H), 6.48-6.40 (m, 1H), 4.35-4.23 (m, 1H), 3.61 (t, 2H), 3.13 (br, 2H), 2... The product is FC(C=1C=C(C=C(C1)C(F)(F)F)[C@@H]1[C@@H](N(C(O1)=O)CC1=C(C=CC(=C1)C(F)(F)F)C=1C=C(C=CC1OC)C=1C(=CC=CC1)C(=O)O)C)(F)F (2″-({(4S,5R)-5-[3,5-bis(trifluoromethyl)phenyl]-4-methyl-2-oxo-1,3-oxazolidin-3-yl}methyl)-4′-methoxy-4″-(trifluoromethyl)-1,1′:3′,1″-terphenyl-2-carboxylic acid). Reactants: Cl (HCl), FC(C=1C=C(C=C(C1)C(F)(F)F)[C@@H]1[C@@H](N(C(O1)=O)CC1=C(C=CC(=C1)C(F)(F)F)C=1C=C(C=CC1OC)C=1C(=CC=CC1)C(=O)OC)C)(F)F (Methyl 2″-({(4S,5R)-5-[3,5-bis(trifluoromethyl)phenyl]-4-methyl-2-oxo-1,3-oxazolidin-3-yl}methyl)-4′ methoxy-4″-(trifluoromethyl)-1,1′:3′,1″-terphenyl-2-carboxylate), [OH-].[K+] (potassium hydroxide), O (water). RXN SMILES: [F:1][C:2]([F:50])([F:49])[C:3]1[CH:4]=[C:5]([C@H:13]2[O:17][C:16](=[O:18])[N:15]([CH2:19][C:20]3[CH:25]=[C:24]([C:26]([F:29])([F:28])[F:27])[CH:23]=[CH:22][C:21]=3[C:30]3[CH:31]=[C:32]([C:38]4[C:39]([C:44]([O:46]C)=[O:45])=[CH:40][CH:41]=[CH:42][CH:43]=4)[CH:33]=[CH:34][C:35]=3[O:36][CH3:37])[C@H:14]2[CH3:48])[CH:6]=[C:7]([C:9]([F:12])([F:11])[F:10])[CH:8]=1.[OH-].[K+].O.Cl>C(O)C>[F:50][C:2]([F:1])([F:49])[C:3]1[CH:4]=[C:5]([C@H:13]2[O:17][C:16](=[O:18])[N:15]([CH2:19][C:20]3[CH:25]=[C:24]([C:26]([F:29])([F:28])[F:27])[CH:23]=[CH:22][C:21]=3[C:30]3[CH:31]=[C:32]([C:38]4[C:39]([C:44]([OH:46])=[O:45])=[CH:40][CH:41]=[CH:42][CH:43]=4)[CH:33]=[CH:34][C:35]=3[O:36][CH3:37])[C@H:14]2[CH3:48])[CH:6]=[C:7]([C:9]([F:10])([F:12])[F:11])[CH:8]=1 |f:1.2|. Solvent: C(C)O (ethanol). Procedure details: Methyl 2″-({(4S,5R)-5-[3,5-bis(trifluoromethyl)phenyl]-4-methyl-2-oxo-1,3-oxazolidin-3-yl}methyl)-4′ methoxy-4″-(trifluoromethyl)-1,1′:3′,1″-terphenyl-2-carboxylate (50 mg, 0.07 mmol), aqueous potassium hydroxide (1.1 mL, 3M, 3.3 mmol), water (1.5 mL) and ethanol (3.6 mL) were stirred at 20° C. for 23 hours. The reaction mixture was acidified by HCl (aq., 1N). Volatiles were removed under reduced pressure. The resulting mixture was worked up with ethyl acetate, washed with brine. The combined or... The reactants are O1C(=CC=C1)C(C(=O)O)=NO (2-(fur-2-yl)-2-hydroxyiminoacetic acid), CC(C)([O-])C.[K+] (potassium t-butoxide), ice water, BrC(C(=O)OC(C)(C)C)(C)C (t-butyl 2-bromo-2-methylpropionate), Cl (hydrochloric acid). The solvent is CS(=O)C (dimethyl sulphoxide), CS(=O)C (dimethyl sulphoxide), CS(=O)C (dimethyl sulphoxide). Reaction conditions: time 1 hour. Product: C(C)(C)(C)OC(=O)C(C)(C)ON=C(C(=O)O)C=1OC=CC1 (2-(2-t-Butoxycarbonylprop-2-yloxyimino)-2-(fur-2-yl)acetic acid). RXN SMILES: [O:1]1[CH:5]=[CH:4][CH:3]=[C:2]1[C:6](=[N:10][OH:11])[C:7]([OH:9])=[O:8].CC(C)([O-])C.[K+].Br[C:19]([CH3:28])([CH3:27])[C:20]([O:22][C:23]([CH3:26])([CH3:25])[CH3:24])=[O:21].Cl>CS(C)=O>[C:23]([O:22][C:20]([C:19]([O:11][N:10]=[C:6]([C:2]1[O:1][CH:5]=[CH:4][CH:3]=1)[C:7]([OH:9])=[O:8])([CH3:28])[CH3:27])=[O:21])([CH3:26])([CH3:25])[CH3:24] |f:1.2|. Procedure: A solution of 2-(fur-2-yl)-2-hydroxyiminoacetic acid (syn isomer) (14.1 g) in dimethyl sulphoxide (100 ml) was added all at once to a magnetically stirred solution of potassium t-butoxide (22.4 g) in dimethyl sulphoxide (400 ml), the reaction mixture being maintained under an atmosphere of dry nitrogen. A gel was formed which, on stirring, become a finely divided, yellow solid. Stirring was continued for one hour, and then a solution of t-butyl 2-bromo-2-methylpropionate (24.0 g) in dimethyl sul... Starting materials: ClC1=C(C=NC2=CC(=C(C=C12)OC)OC)C#N (4-chloro-6,7-dimethoxy-3-quinolinecarbonitrile), Cl.N1=CC=CC=C1 (pyridine hydrochloride), NC1=C(CCO)C=CC=C1 (2-aminophenethyl alcohol). Solvent: C(C)OCCO (2-ethoxyethanol). Yields the product OCCC1=C(C=CC=C1)NC1=C(C=NC2=CC(=C(C=C12)OC)OC)C#N (4-[2-(2-Hydroxy-ethyl)-phenylamino]-6,7-dimethoxy-quinoline-3-carbonitrile). The yield is 62.5%. RXN SMILES: Cl[C:2]1[C:11]2[C:6](=[CH:7][C:8]([O:14][CH3:15])=[C:9]([O:12][CH3:13])[CH:10]=2)[N:5]=[CH:4][C:3]=1[C:16]#[N:17].Cl.N1C=CC=CC=1.[NH2:25][C:26]1[CH:34]=[CH:33][CH:32]=[CH:31][C:27]=1[CH2:28][CH2:29][OH:30]>C(OCCO)C>[OH:30][CH2:29][CH2:28][C:27]1[CH:31]=[CH:32][CH:33]=[CH:34][C:26]=1[NH:25][C:2]1[C:11]2[C:6](=[CH:7][C:8]([O:14][CH3:15])=[C:9]([O:12][CH3:13])[CH:10]=2)[N:5]=[CH:4][C:3]=1[C:16]#[N:17] |f:1.2|. Reported procedure: Using an analogous procedure to that described in Example 286, 248.7 mg (1 mmol) of 4-chloro-6,7-dimethoxy-3-quinolinecarbonitrile in 12 mL of 2-ethoxyethanol and in the presence of 115.6 mg (1 mmol) of pyridine hydrochloride was reacted with 178.3 mg (1.3 mmol) of 2-aminophenethyl alcohol to give 218.4 mg (64.4%) of the product as a pink solid, m.p 159-162° C., mass (electrospray, m/e): M+H 349.9. Starting materials: CCOC=C(C#N)C(=O)NC(=O)OCC, Cc1cccc(C)c1N, CCCCCC, CCO. Yields the product CCOC(=O)NC(=O)C(C#N)=CNc1c(C)cccc1C. As a reaction SMILES: [C:1](#[N:2])[C:3]([C:4](=[O:5])[NH:6][C:7](=[O:8])[O:9][CH2:10][CH3:11])=[CH:12][O:13][CH2:14][CH3:15].[CH3:16][c:17]1[cH:18][cH:19][cH:20][c:21]([CH3:22])[c:23]1[NH2:24].[CH3:25][CH2:26][CH2:27][CH2:28][CH2:29][CH3:30].[CH3:31][CH2:32][OH:33]>>[C:1](#[N:2])[C:3]([C:4](=[O:5])[NH:6][C:7](=[O:8])[O:9][CH2:10][CH3:11])=[CH:12][NH:24][c:23]1[c:17]([CH3:16])[cH:18][cH:19][cH:20][c:21]1[CH3:22].